Task: describe an organic reaction: reactants, conditions, products, and yield. Dataset: the Open Reaction Database (ORD), a public repository of structured organic reaction records Product: CCOP(=O)(Cc1ccc(NC(=O)CCc2sc(NC(=O)NC(C)(C)C)nc2-c2ccc(Cl)cc2)cc1)OCC. As a reaction SMILES: [C:34]([CH3:35])([CH3:36])([CH3:37])[N:38]=[C:39]=[O:40].[CH3:41][c:42]1[cH:43][cH:44][cH:45][cH:46][cH:47]1.[NH2:1][c:2]1[s:3][c:4]([CH2:14][CH2:15][C:16](=[O:17])[NH:18][c:19]2[cH:20][cH:21][c:22]([CH2:25][P:26](=[O:27])([O:28][CH2:29][CH3:30])[O:31][CH2:32][CH3:33])[cH:23][cH:24]2)[c:5](-[c:7]2[cH:8][cH:9][c:10]([Cl:13])[cH:11][cH:12]2)[n:6]1>>[NH:1]([c:2]1[s:3][c:4]([CH2:14][CH2:15][C:16](=[O:17])[NH:18][c:19]2[cH:20][cH:21][c:22]([CH2:25][P:26](=[O:27])([O:28][CH2:29][CH3:30])[O:31][CH2:32][CH3:33])[cH:23][cH:24]2)[c:5](-[c:7]2[cH:8][cH:9][c:10]([Cl:13])[cH:11][cH:12]2)[n:6]1)[C:39]([NH:38][C:34]([CH3:35])([CH3:36])[CH3:37])=[O:40]. Starting materials: CC(C)(C)N=C=O, Cc1ccccc1, CCOP(=O)(Cc1ccc(NC(=O)CCc2sc(N)nc2-c2ccc(Cl)cc2)cc1)OCC. Reactants: FC(N1C(=NN(C1=O)C1=C(C=C(C=C1)S)F)C)F (4-(4-difluoromethyl-4,5-dihydro-3-methyl-1,2,4-triazol-5(1H)-on-1-yl)-3-fluorothiophenol), ClCC1=C(OC(C(=O)OC)C)C=C(C=C1)Cl (methyl 2-(2-chloromethyl-5-chlorophenoxy)propionate), C([O-])([O-])=O.[K+].[K+] (potassium carbonate). Solvent: CN(C=O)C (N,N-dimethylformamide). The product is FC(N1C(=NN(C1=O)C1=C(C=C(C=C1)SCC1=C(OC(C(=O)OC)C)C=C(C=C1)Cl)F)C)F (methyl 2-[2-[4-(4-difluoromethyl-4,5-dihydro-3-methyl-1,2,4-triazol-5(1H)-on-1-yl)-3-fluorophenylthiomethyl]-5-chlorophenoxy]propionate). The yield is 22.0%. As a reaction SMILES: [F:1][CH:2]([F:18])[N:3]1[C:7](=[O:8])[N:6]([C:9]2[CH:14]=[CH:13][C:12]([SH:15])=[CH:11][C:10]=2[F:16])[N:5]=[C:4]1[CH3:17].Cl[CH2:20][C:21]1[CH:33]=[CH:32][C:31]([Cl:34])=[CH:30][C:22]=1[O:23][CH:24]([CH3:29])[C:25]([O:27][CH3:28])=[O:26].C(=O)([O-])[O-].[K+].[K+]>CN(C)C=O>[F:18][CH:2]([F:1])[N:3]1[C:7](=[O:8])[N:6]([C:9]2[CH:14]=[CH:13][C:12]([S:15][CH2:20][C:21]3[CH:33]=[CH:32][C:31]([Cl:34])=[CH:30][C:22]=3[O:23][CH:24]([CH3:29])[C:25]([O:27][CH3:28])=[O:26])=[CH:11][C:10]=2[F:16])[N:5]=[C:4]1[CH3:17] |f:2.3.4|. Procedure: By the method of Example 1, Step K, 1.35 g (0.0049 mole) of 4-(4-difluoromethyl-4,5-dihydro-3-methyl-1,2,4-triazol-5(1H)-on-1-yl)-3-fluorothiophenol and 3.0 g (0.011 mole) of methyl 2-(2-chloromethyl-5-chlorophenoxy)propionate (Example 2, Step F) were reacted in the presence of 1.02 g (0.0074 mole) of anhydrous potassium carbonate in 75 mL of N,N-dimethylformamide, yielding 0.54 g of methyl 2-[2-[4-(4-difluoromethyl-4,5-dihydro-3-methyl-1,2,4-triazol-5(1H)-on-1-yl)-3-fluorophenylthiomethyl]-5-ch... Reactants: C(C1=CC=CC=C1)OC(=O)N[C@H](C(=O)OC(C)(C)C)CS ((R)-tert-butyl 2-(benzyloxycarbonylamino)-3-mercaptopropanoate), (2R)-(−)-glycidyl-4-nitrobenzoate, [OH-].[Na+] (NaOH), [N+](=O)([O-])C1=C(C(=O)[O-])C=CC=C1 (nitrobenzoate). Solvent: CC(C)(C)O (tBuOH), CC(C)(C)O (tBuOH). Reaction conditions: time 15 hour. Product: C(C1=CC=CC=C1)OC(=O)N[C@H](C(=O)OC(C)(C)C)CSC[C@H](CO)O ((R)-tert-butyl 2-(benzyloxycarbonylamino)-3-((S)-2,3-dihydroxypropylthio)propanoate). Reaction SMILES: [OH-:1].[Na+].[N+]([C:6]1C=CC=C[C:7]=1[C:8]([O-:10])=O)([O-])=O.[CH2:15]([O:22][C:23]([NH:25][C@@H:26]([CH2:34][SH:35])[C:27]([O:29][C:30]([CH3:33])([CH3:32])[CH3:31])=[O:28])=[O:24])[C:16]1[CH:21]=[CH:20][CH:19]=[CH:18][CH:17]=1>CC(O)(C)C>[CH2:15]([O:22][C:23]([NH:25][C@@H:26]([CH2:34][S:35][CH2:6][C@@H:7]([OH:1])[CH2:8][OH:10])[C:27]([O:29][C:30]([CH3:31])([CH3:32])[CH3:33])=[O:28])=[O:24])[C:16]1[CH:17]=[CH:18][CH:19]=[CH:20][CH:21]=1 |f:0.1|. Procedure: A solution of (2R)-(−)-glycidyl-4-nitrobenzoate (1.1 eq) and 1M NaOH (1.1 eq) in tBuOH (0.1 M) was stirred at room temperature until complete hydrolysis of nitrobenzoate (30 min) was achieved. To the resulting mixture, a solution of (R)-tert-butyl 2-(benzyloxycarbonylamino)-3-mercaptopropanoate (1 eq) in tBuOH (1 M) was introduced. The reaction was stirred at room temperature for 15 hours, and concentrated en vaccuo to remove tBuOH; then the resulting residue was dissolved in EtOAc. The EtOAc so...